This data is from the Open Reaction Database (ORD), a public repository of structured organic reaction records. The task is: describe an organic reaction: reactants, conditions, products, and yield Reactants: C=O, CCCC[SnH](CCCC)CCCC, C1CCOC1, Cc1nc(I)c(Cl)n1-c1ccc(C#N)cc1, [F-], [K+]. Product: Cc1nc(C=O)c(Cl)n1-c1ccc(C#N)cc1. Reaction SMILES: [C:17]=[O:18].[CH2:19]([SnH:20]([CH2:21][CH2:22][CH2:23][CH3:24])[CH2:25][CH2:26][CH2:27][CH3:28])[CH2:29][CH2:30][CH3:31].[CH2:34]1[CH2:36][CH2:35][CH2:37][O:38]1.[Cl:1][c:2]1[c:3]([I:16])[n:4][c:5]([CH3:15])[n:6]1-[c:7]1[cH:8][cH:9][c:10]([C:13]#[N:14])[cH:11][cH:12]1.[F-:32].[K+:33]>>[Cl:1][c:2]1[c:3]([CH:37]=[O:38])[n:4][c:5]([CH3:15])[n:6]1-[c:7]1[cH:8][cH:9][c:10]([C:13]#[N:14])[cH:11][cH:12]1. As a reaction SMILES: [NH2:1][CH2:2][C:3]([OH:5])=[O:4].[OH-].[Na+].[C:8]([C:10]1[CH:15]=[CH:14][C:13]([NH:16][C:17](=[N:20][S:21]([C:24]2[CH:29]=[CH:28][CH:27]=[CH:26][CH:25]=2)(=[O:23])=[O:22])SC)=[CH:12][CH:11]=1)#[N:9]>O.C(O)C>[C:24]1([S:21]([N:20]=[C:17]([NH:16][C:13]2[CH:12]=[CH:11][C:10]([C:8]#[N:9])=[CH:15][CH:14]=2)[NH:1][CH2:2][C:3]([OH:5])=[O:4])(=[O:23])=[O:22])[CH:25]=[CH:26][CH:27]=[CH:28][CH:29]=1 |f:1.2|. Run in O (water), C(C)O (ethanol). Reported procedure: A mixture of 0.57 g (7.6 mmoles) of glycine and 0.3 g (7.6 mmoles) of sodium hydroxide in 3 cm3 of water and 2.5 (7.6 mmoles) of N-(4-cyanophenyl)-N'-phenylsulfonyl-S-methylisothiourea in 30 cm3 of 95% ethanol is heated to boiling for 7 hours. After cooling, the precipitate obtained is filtered and dissolved in 20 cm3 of 1N sodium hydroxide solution. The solution obtained is washed with dichloromethane (3×10 cm3) and ethyl acetate (2×10 cm3) and is then acidified to pH 3 with a 6N HCl solution. ... The yield is 52.0%. The product is C1(=CC=CC=C1)S(=O)(=O)N=C(NCC(=O)O)NC1=CC=C(C=C1)C#N (N-[phenylsulfonylimino(4-cyanophenylamino)methyl]-2-aminoethanoic acid). Reactants: NCC(=O)O (glycine), [OH-].[Na+] (sodium hydroxide), 2.5, C(#N)C1=CC=C(C=C1)NC(SC)=NS(=O)(=O)C1=CC=CC=C1 (N-(4-cyanophenyl)-N'-phenylsulfonyl-S-methylisothiourea). Run at time 7 hour.